From a dataset of the Open Reaction Database (ORD), a public repository of structured organic reaction records. describe an organic reaction: reactants, conditions, products, and yield Reactants: CC1(OC(C2(CC2)C(O1)=O)=O)C (6,6-dimethyl-5,7-dioxaspiro[2.5]octane-4,8-dione), C(C)C1=C(N)C=CC=C1 (2-ethylaniline). Solvent: C(C)O (ethanol). Yields the product C(C)C1=C(C=CC=C1)N1C(C(CC1)C(=O)O)=O (1-(2-ethylphenyl)-2-oxopyrrolidine-3-carboxylic acid). Yield: 95.4%. RXN SMILES: CC1(C)[O:9][C:8](=[O:10])[C:5]2([CH2:7][CH2:6]2)[C:4](=[O:11])O1.[CH2:13]([C:15]1[CH:21]=[CH:20][CH:19]=[CH:18][C:16]=1[NH2:17])[CH3:14]>C(O)C>[CH2:13]([C:15]1[CH:21]=[CH:20][CH:19]=[CH:18][C:16]=1[N:17]1[CH2:6][CH2:7][CH:5]([C:8]([OH:9])=[O:10])[C:4]1=[O:11])[CH3:14]. Reported procedure: This compound was prepared according to general method 1 starting from 6,6-dimethyl-5,7-dioxaspiro[2.5]octane-4,8-dione (0.250 g, 1.47 mmol) and 2-ethylaniline (0.543 mL; 4.41 mmol) in ethanol (3 mL). 1-(2-ethylphenyl)-2-oxopyrrolidine-3-carboxylic acid 0.327 g (95%) was obtained as a pale pink solid. Reactants: C(C1=CC=CC=C1)N([C@@H]1COC2=CC=CC(=C2C1)B1OC(C(O1)(C)C)(C)C)CC1=CC=CC=C1 ((3S)-N,N-dibenzyl-5-(4,4,5,5-tetramethyl-1,3,2-dioxaborolan-2-yl)chroman -3-amine), BrC=1C=NC(=C(C(=O)NC)C1)OC (5-bromo-2-methoxy-N-methylnicotinamide). The product is C(C1=CC=CC=C1)N([C@@H]1COC2=CC=CC(=C2C1)C=1C=NC(=C(C(=O)NC)C1)OC)CC1=CC=CC=C1 (5-[(3S)-3-(dibenzylamino)-3,4-dihydro-2H-chromen-5-yl]-2-methoxy-N-methylnicotinamide). Yield: 66.0%. RXN SMILES: [CH2:1]([N:8]([CH2:28][C:29]1[CH:34]=[CH:33][CH:32]=[CH:31][CH:30]=1)[C@H:9]1[CH2:18][C:17]2[C:12](=[CH:13][CH:14]=[CH:15][C:16]=2B2OC(C)(C)C(C)(C)O2)[O:11][CH2:10]1)[C:2]1[CH:7]=[CH:6][CH:5]=[CH:4][CH:3]=1.Br[C:36]1[CH:37]=[N:38][C:39]([O:46][CH3:47])=[C:40]([CH:45]=1)[C:41]([NH:43][CH3:44])=[O:42]>>[CH2:28]([N:8]([CH2:1][C:2]1[CH:7]=[CH:6][CH:5]=[CH:4][CH:3]=1)[C@H:9]1[CH2:18][C:17]2[C:12](=[CH:13][CH:14]=[CH:15][C:16]=2[C:36]2[CH:37]=[N:38][C:39]([O:46][CH3:47])=[C:40]([CH:45]=2)[C:41]([NH:43][CH3:44])=[O:42])[O:11][CH2:10]1)[C:29]1[CH:30]=[CH:31][CH:32]=[CH:33][CH:34]=1. Procedure: The title compound was synthesized as described for Intermediate I-28 in 66% yield starting from (3S)-N,N-dibenzyl-5-(4,4,5,5-tetramethyl-1,3,2-dioxaborolan-2-yl)chroman -3-amine and 5-bromo-2-methoxy-N-methylnicotinamide; 1H NMR (400 MHz, DMSO-d6) δ ppm 8.33 (q, 1 H), 8.29 (d, 1 H), 8.06 (d, 1 H), 7.24-7.32 (m, 8 H), 7.11-7.21 (m, 3 H), 6.71-6.82 (m, 2 H), 4.26-4.38 (m, 1 H), 4.04 (s, 3 H), 4.01-4.11 (m, 1 H), 3.57-3.73 (m, 4 H), 2.87-3.09 (m, 2 H), 2.84 (d, 3 H), 2.46-2.54 (m, 1 H, obscured by... The reactants are [N+](=O)([O-])C=1C=C(CN)C=CC1 (3-nitrobenzylamine), COC(C1=CC=C(C=C1)C=1N=C(C2=C(N1)SC(=C2)[N+](=O)[O-])Cl)=O (4-(4-chloro-6-nitro-thieno-[2,3-d]-pyrimidin-2-yl)-benzoic acid methylester). Yields the product COC(C1=CC=C(C=C1)C=1N=C(C2=C(N1)SC(=C2)[N+](=O)[O-])NCC2=CC(=CC=C2)[N+](=O)[O-])=O (4-[4-(3-nitrobenzylamino)-6-nitro-thieno-[2,3-d]-pyrimidin-2-yl]-benzoic acid methylester). RXN SMILES: [N+:1]([C:4]1[CH:5]=[C:6]([CH:9]=[CH:10][CH:11]=1)[CH2:7][NH2:8])([O-:3])=[O:2].[CH3:12][O:13][C:14](=[O:34])[C:15]1[CH:20]=[CH:19][C:18]([C:21]2[N:22]=[C:23](Cl)[C:24]3[CH:29]=[C:28]([N+:30]([O-:32])=[O:31])[S:27][C:25]=3[N:26]=2)=[CH:17][CH:16]=1>>[CH3:12][O:13][C:14](=[O:34])[C:15]1[CH:20]=[CH:19][C:18]([C:21]2[N:22]=[C:23]([NH:8][CH2:7][C:6]3[CH:9]=[CH:10][CH:11]=[C:4]([N+:1]([O-:3])=[O:2])[CH:5]=3)[C:24]3[CH:29]=[C:28]([N+:30]([O-:32])=[O:31])[S:27][C:25]=3[N:26]=2)=[CH:17][CH:16]=1. Procedure: The reaction procedure as above wherein 3-nitrobenzylamine is reacted with 4-(4-chloro-6-nitro-thieno-[2,3-d]-pyrimidin-2-yl)-benzoic acid methylester yields 4-[4-(3-nitrobenzylamino)-6-nitro-thieno-[2,3-d]-pyrimidin-2-yl]-benzoic acid methylester. Reactants: [Al+3], O=C([O-])C(O)C(O)C(=O)[O-], C1CCOC1, [H-], [H-], [H-], [H-], [K+], [K+], [Li+], [Na], N#CCC1c2ccccc2-c2ccccc21. Yields the product NCCC1c2ccccc2-c2ccccc21. As a reaction SMILES: [Al+3:2].[C:24]([CH:25]([CH:26]([C:27]([O-:28])=[O:29])[OH:30])[OH:31])([O-:32])=[O:33].[CH2:36]1[O:37][CH2:38][CH2:39][CH2:40]1.[H-:1].[H-:4].[H-:5].[H-:6].[K+:34].[K+:35].[Li+:3].[Na:23].[cH:7]1[cH:8][cH:9][cH:10][c:11]2[c:19]1[CH:18]([CH2:20][C:21]#[N:22])[c:17]1[c:12]-2[cH:13][cH:14][cH:15][cH:16]1>>[cH:7]1[cH:8][cH:9][cH:10][c:11]2[c:19]1[CH:18]([CH2:20][CH2:21][NH2:22])[c:17]1[c:12]-2[cH:13][cH:14][cH:15][cH:16]1. The reactants are N1=CC(=CC2=CC=CC=C12)CCCCCCCl (6-(3-quinolinyl)hexylchloride), C1(C=2C(C(N1)=O)=CC=CC2)=O.[K] (potassium phthalimide), [I-].[K+] (potassium iodide). Solvent: CN(C=O)C (dimethylformamide), O (water). Conditions: temperature 130 celsius. Yields the product N1=CC(=CC2=CC=CC=C12)CCCCCCN1C(C2=CC=CC=C2C1=O)=O (2-[6-(3-quinolinyl)hexyl]-1H-isoindole-1,3-(2H)-dione). The yield is 82.4%. Reaction SMILES: [N:1]1[C:10]2[C:5](=[CH:6][CH:7]=[CH:8][CH:9]=2)[CH:4]=[C:3]([CH2:11][CH2:12][CH2:13][CH2:14][CH2:15][CH2:16]Cl)[CH:2]=1.[C:18]1(=[O:28])[NH:22][C:21](=[O:23])[C:20]2=[CH:24][CH:25]=[CH:26][CH:27]=[C:19]12.[K].[I-].[K+]>CN(C)C=O.O>[N:1]1[C:10]2[C:5](=[CH:6][CH:7]=[CH:8][CH:9]=2)[CH:4]=[C:3]([CH2:11][CH2:12][CH2:13][CH2:14][CH2:15][CH2:16][N:22]2[C:18](=[O:28])[C:19]3[C:20](=[CH:24][CH:25]=[CH:26][CH:27]=3)[C:21]2=[O:23])[CH:2]=1 |f:1.2,3.4,^1:28|. Procedure details: A solution of 7.8 g of 3-quinolinehexanol in 35 ml of dry dichloromethane was treated dropwise with a solution of 6.07 g of thionyl chloride in 15 ml of dichloromethane. The reaction mixture was heated to reflux for 1 hour and evaporated to dryness. The residue was dissolved in dichloromethane, washed successively with water, saturated sodium bicarbonate solution and brine, dried over potassium carbonate and evaporated to give 8.3 g of crude 6-(3-quinolinyl)hexylchloride. A suspension of 8.3 g o... The reactants are CCOC(=O)CN1CCCC(NC(=O)c2ccc(Cl)s2)C1, Cc1ccccc1, CCO, Cl, [Na+], [OH-]. Yields the product O=C(O)CN1CCCC(NC(=O)c2ccc(Cl)s2)C1. Reaction SMILES: [CH2:1]([CH3:2])[O:3][C:4]([CH2:5][N:6]1[CH2:7][CH:8]([NH:12][C:13](=[O:14])[c:15]2[s:16][c:17]([Cl:20])[cH:18][cH:19]2)[CH2:9][CH2:10][CH2:11]1)=[O:21].[CH3:25][c:26]1[cH:27][cH:28][cH:29][cH:30][cH:31]1.[CH3:32][CH2:33][OH:34].[ClH:24].[Na+:23].[OH-:22]>>[O:3]=[C:4]([CH2:5][N:6]1[CH2:7][CH:8]([NH:12][C:13](=[O:14])[c:15]2[s:16][c:17]([Cl:20])[cH:18][cH:19]2)[CH2:9][CH2:10][CH2:11]1)[OH:21]. Starting materials: CC1(C)OC(=O)CC(=O)O1, CN(C)c1ccncc1, ClCCl, [N-]=[N+]=NCCCCCC(=O)Cl. The product is CC1(C)OC(=O)C(C(=O)CCCCCN=[N+]=[N-])C(=O)O1. Reaction SMILES: [CH3:1][C:2]1([CH3:10])[O:3][C:4](=[O:9])[CH2:5][C:6](=[O:8])[O:7]1.[CH3:22][N:23]([CH3:24])[c:25]1[cH:26][cH:27][n:28][cH:29][cH:30]1.[Cl:31][CH2:32][Cl:33].[N:11](=[N+:12]=[N-:13])[CH2:14][CH2:15][CH2:16][CH2:17][CH2:18][C:19](=[O:20])[Cl:21]>>[CH3:1][C:2]1([CH3:10])[O:3][C:4](=[O:9])[CH:5]([C:19]([CH2:18][CH2:17][CH2:16][CH2:15][CH2:14][N:11]=[N+:12]=[N-:13])=[O:20])[C:6](=[O:8])[O:7]1. The reactants are CCOC(=O)/N=N/C(=O)OCC (DEAD), OC=1C(=CC2=C(CCN(CC2)C(C(F)(F)F)=O)C1)C(C)=O (1-[8-hydroxy-3-(trifluoroacetyl)-2,3,4,5-tetrahydro-1H-3-benzazepin-7-yl]ethanone), N1=CC=CC=C1 (pyridine), C1=CC=C(C=C1)P(C2=CC=CC=C2)C3=CC=CC=C3 (Ph3P). The solvent is O (water). Conditions: time 4 hour. The product is CC1=NOC2=CC3=C(CCN(CC3)C(C(F)(F)F)=O)C=C21 (3-methyl-7-(trifluoroacetyl)-6,7,8,9-tetrahydro-5H-isoxazolo[4,5-h][3]benzazepine). As a reaction SMILES: [OH:1][C:2]1[C:3]([C:19](=O)[CH3:20])=[CH:4][C:5]2[CH2:11][CH2:10][N:9]([C:12](=[O:17])[C:13]([F:16])([F:15])[F:14])[CH2:8][CH2:7][C:6]=2[CH:18]=1.[N:22]1C=CC=CC=1.C1C=CC(P(C2C=CC=CC=2)C2C=CC=CC=2)=CC=1.CCOC(/N=N/C(OCC)=O)=O>O>[CH3:20][C:19]1[C:3]2[C:2](=[CH:18][C:6]3[CH2:7][CH2:8][N:9]([C:12](=[O:17])[C:13]([F:16])([F:15])[F:14])[CH2:10][CH2:11][C:5]=3[CH:4]=2)[O:1][N:22]=1. Procedure details: To a solution of 1-[8-hydroxy-3-(trifluoroacetyl)-2,3,4,5-tetrahydro-1H-3-benzazepin-7-yl]ethanone (7.4 mmol) in pyridine (15 ml) hydroxylamine hydrochloride (8.9 mmol) was added at room temperature and the reaction mixture was stirred for 4 h. Solvent was removed under reduced pressure, the residue was partitioned between 10% aqueous Na2CO3 and EtOAc. The organic layer was collected and the aqueous phase extracted twice with EtOAc. The combined organic layers were concentrated and the resulting... The reactants are C1CCOC1, COC(=O)COc1ccc(O)cc1, c1ccc(P(c2ccccc2)c2ccccc2)cc1, OC1CCN(c2ccncc2)CC1. Product: COC(=O)COc1ccc(OC2CCN(c3ccncc3)CC2)cc1. Reaction SMILES: [CH2:46]1[O:47][CH2:48][CH2:49][CH2:50]1.[OH:14][c:15]1[cH:16][cH:17][c:18]([O:19][CH2:20][C:21](=[O:22])[O:23][CH3:24])[cH:25][cH:26]1.[c:27]1([P:28]([c:29]2[cH:30][cH:31][cH:32][cH:33][cH:34]2)[c:35]2[cH:36][cH:37][cH:38][cH:39][cH:40]2)[cH:41][cH:42][cH:43][cH:44][cH:45]1.[n:1]1[cH:2][cH:3][c:4]([N:7]2[CH2:8][CH2:9][CH:10]([OH:13])[CH2:11][CH2:12]2)[cH:5][cH:6]1>>[n:1]1[cH:2][cH:3][c:4]([N:7]2[CH2:8][CH2:9][CH:10]([O:13][c:15]3[cH:16][cH:17][c:18]([O:19][CH2:20][C:21](=[O:22])[O:23][CH3:24])[cH:25][cH:26]3)[CH2:11][CH2:12]2)[cH:5][cH:6]1.